This data is from the Open Reaction Database (ORD), a public repository of structured organic reaction records. The task is: describe an organic reaction: reactants, conditions, products, and yield Starting materials: CN1CCOCC1 (NMM), C=1C=CC2=C(C1)N=NN2O (HOBT), C(=O)(OC(C)(C)C)N1[C@@H](C(=O)O)CSC1 (Boc-D-thioproline), C(CCl)Cl (EDC), Cl.COC([C@@H](N)CC1=CC=C(C=C1)O)=O (L-tyrosine methyl ester hydrochloride). Solvent: CN(C)C=O (DMF). Conditions: time 0.75 hour. The product is C(=O)(OC(C)(C)C)N1[C@@H](C(=O)O)CSC1.COC([C@@H](N)CC1=CC=C(C=C1)O)=O (N-Boc-D-thioproline L-tyrosine methyl ester). The yield is 73.3%. RXN SMILES: CN1CCOCC1.C1C=CC2N(O)N=NC=2C=1.[C:18]([N:25]1[CH2:32][S:31][CH2:30][C@@H:26]1[C:27]([OH:29])=[O:28])([O:20][C:21]([CH3:24])([CH3:23])[CH3:22])=[O:19].C(Cl)CCl.Cl.[CH3:38][O:39][C:40](=[O:51])[C@H:41]([CH2:43][C:44]1[CH:49]=[CH:48][C:47]([OH:50])=[CH:46][CH:45]=1)[NH2:42]>CN(C=O)C>[C:18]([N:25]1[CH2:32][S:31][CH2:30][C@@H:26]1[C:27]([OH:29])=[O:28])([O:20][C:21]([CH3:24])([CH3:23])[CH3:22])=[O:19].[CH3:38][O:39][C:40](=[O:51])[C@H:41]([CH2:43][C:44]1[CH:45]=[CH:46][C:47]([OH:50])=[CH:48][CH:49]=1)[NH2:42] |f:4.5,7.8|. Procedure: NMM (0.39 g, 0.43 ml, 3.9 mmol), HOBT (0.57 g, 4.2 mmol), Boc-D-thioproline (0.91 g, 3.9 mmol), and EDC (0.75 g, 3.9 mmol) were added sequentially to a stirred solution of L-tyrosine methyl ester hydrochloride (0.82 g, 3.5 mmol) in dry DMF (10 ml). The reaction mixture was stirred at room temperature for 0.75 h. The DMF was removed in vacuo and the residue partitioned between EtOAc (70 ml) and 10% aqueous Na2CO3 (30 ml). The phases were separated and the aqueous phase re-extracted with EtOAc (2×...